The task is: describe an organic reaction: reactants, conditions, products, and yield. This data is from the Open Reaction Database (ORD), a public repository of structured organic reaction records. Starting materials: ClC(Cl)Cl, [Na+], [OH-], OCc1nccc(N2CCCCC2)n1, O=S(Cl)Cl. Product: ClCc1nccc(N2CCCCC2)n1. Reaction SMILES: [CH:21]([Cl:22])([Cl:23])[Cl:24].[Na+:20].[OH-:19].[OH:5][CH2:6][c:7]1[n:8][cH:9][cH:10][c:11]([N:13]2[CH2:14][CH2:15][CH2:16][CH2:17][CH2:18]2)[n:12]1.[S:1]([Cl:2])([Cl:3])=[O:4]>>[Cl:3][CH2:6][c:7]1[n:8][cH:9][cH:10][c:11]([N:13]2[CH2:14][CH2:15][CH2:16][CH2:17][CH2:18]2)[n:12]1. Reactants: [BH3-]C#N, CCOC(=O)C1C2CCC(C2)C1N, CC(=O)O, CCO, CCOC(C)=O, O=Cc1ccc(F)cc1, [Na+]. Yields the product CCOC(=O)C1C2CCC(C2)C1NCc1ccc(F)cc1. Reaction SMILES: [C:27]([BH3-:28])#[N:29].[CH2:1]([CH3:2])[O:3][C:4](=[O:5])[CH:6]1[CH:7]2[CH2:8][CH2:9][CH:10]([CH:11]1[NH2:12])[CH2:13]2.[CH3:23][C:24](=[O:25])[OH:26].[CH3:31][CH2:32][OH:33].[CH3:34][CH2:35][O:36][C:37](=[O:38])[CH3:39].[F:14][c:15]1[cH:16][cH:17][c:18]([CH:19]=[O:20])[cH:21][cH:22]1.[Na+:30]>>[CH2:1]([CH3:2])[O:3][C:4](=[O:5])[CH:6]1[CH:7]2[CH2:8][CH2:9][CH:10]([CH:11]1[NH:12][CH2:19][c:18]1[cH:17][cH:16][c:15]([F:14])[cH:22][cH:21]1)[CH2:13]2. Reaction SMILES: S(=O)(O)[O-].[Na+].[Cl:6][C:7]1[CH:8]=[C:9]([CH:12]=[CH:13][CH:14]=1)[CH:10]=[O:11].[C-]#N.[Na+].[O:18]1[CH:23]=[CH:22][CH2:21][CH2:20][CH2:19]1.C1(C)C=CC(S([O-])(=O)=O)=CC=1.[NH+:35]1C=CC=C[CH:36]=1>O.C(OCC)(=O)C>[Cl:6][C:7]1[CH:8]=[C:9]([CH:10]([O:11][CH:23]2[CH2:22][CH2:21][CH2:20][CH2:19][O:18]2)[C:36]#[N:35])[CH:12]=[CH:13][CH:14]=1 |f:0.1,3.4,6.7|. The yield is 483.2%. Run at time 20 minute. Yields the product ClC=1C=C(C=CC1)C(C#N)OC1OCCCC1 (2-(3-chlorophenyl)-2-[(tetrahydropyran-2-yloxy)]acetonitrile). Reactants: [C-]#N.[Na+] (sodium cyanide), O1CCCC=C1 (Dihydropyran), C1(=CC=C(C=C1)S(=O)(=O)[O-])C.[NH+]1=CC=CC=C1 (pyridinium p-toluene sulfonate), S([O-])(O)=O.[Na+] (sodium bisulfite), ClC=1C=C(C=O)C=CC1 (3-chlorobenzaldehyde). Solvent: O (water), C(C)(=O)OCC (Ethyl acetate), O (water). Procedure: To a solution of sodium bisulfite (27.66 g, 0.266 mol) in water (120 mL) was added 3-chlorobenzaldehyde (25.0 g, 0.178 mol). After stirring for 20 min, a solution of sodium cyanide (12.4 g, 0.2525 mol) in water (80 mL) was added dropwise. Ethyl acetate (50 mL) was added and the resulting mixture was stirred for another 3 h. The organic layer was collected, washed with brine, dried (sodium sulfate), filtered and evaporated to dryness. The residue was dissolved in dichloromethane (200 mL) and cool... The reactants are C(C1=CC=CC=C1)N1C[C@H](N(CC1)C1=CC(=C(C=N1)N(C(C(C)(C)C1=CC(=CC(=C1)C(F)(F)F)C(F)(F)F)=O)C)C1=C(C=C(C=C1)F)C)C ((R)-N-[6-(4-benzyl-2-methyl-piperazin-1-yl)-4-(4-fluoro-2-methyl-phenyl)-pyridin-3-yl]-2-(3,5-bis-trifluoromethyl-phenyl)-N-methyl-isobutyramide). Solvent: C(C)(=O)O (acetic acid). Conditions: time 3 hour. The product is FC(C=1C=C(C=C(C1)C(F)(F)F)C(C(=O)N(C)C=1C=NC(=CC1C1=C(C=C(C=C1)F)C)N1[C@@H](CNCC1)C)(C)C)(F)F ((R)-2-(3,5-Bis-trifluoromethyl-phenyl)-N-[4-(4-fluoro-2-methyl-phenyl)-6-(2-methyl-piperazin-1-yl)-pyridin-3-yl]-N-methyl-isobutyramide). Yield: 96.6%. Reaction SMILES: C([N:8]1[CH2:13][CH2:12][N:11]([C:14]2[N:19]=[CH:18][C:17]([N:20]([CH3:40])[C:21](=[O:39])[C:22]([C:25]3[CH:30]=[C:29]([C:31]([F:34])([F:33])[F:32])[CH:28]=[C:27]([C:35]([F:38])([F:37])[F:36])[CH:26]=3)([CH3:24])[CH3:23])=[C:16]([C:41]3[CH:46]=[CH:45][C:44]([F:47])=[CH:43][C:42]=3[CH3:48])[CH:15]=2)[C@H:10]([CH3:49])[CH2:9]1)C1C=CC=CC=1>C(O)(=O)C>[F:38][C:35]([F:36])([F:37])[C:27]1[CH:26]=[C:25]([C:22]([CH3:23])([CH3:24])[C:21]([N:20]([C:17]2[CH:18]=[N:19][C:14]([N:11]3[CH2:12][CH2:13][NH:8][CH2:9][C@H:10]3[CH3:49])=[CH:15][C:16]=2[C:41]2[CH:46]=[CH:45][C:44]([F:47])=[CH:43][C:42]=2[CH3:48])[CH3:40])=[O:39])[CH:30]=[C:29]([C:31]([F:32])([F:33])[F:34])[CH:28]=1. Procedure: A solution of 0.11 g (0.17 mmol) (R)-N-[6-(4-benzyl-2-methyl-piperazin-1-yl)-4-(4-fluoro-2-methyl-phenyl)-pyridin-3-yl]-2-(3,5-bis-trifluoromethyl-phenyl)-N-methyl-isobutyramide in 3 ml acetic acid was deoxygenated by three cycles of evacuation and flushing with argon. After addition of 0.02 g palladium on charcoal (10%) the reaction vessel was evacuated and filled with hydrogen gas. The reaction mixture was stirred at room temperature under an atmosphere of hydrogen for 3 h. The reaction mixtur... Starting materials: CCc1cn(CCN2CCCC2)c(C2CCN(C(=O)OC(C)(C)C)CC2)n1, ClCCl, Cl, [Na+], [OH-], O, O=P(O)(O)O. Yields the product CCc1cn(CCN2CCCC2)c(C2CCNCC2)n1. RXN SMILES: [CH2:1]([CH3:2])[c:3]1[n:4][c:5]([CH:15]2[CH2:16][CH2:17][N:18]([C:21]([O:22][C:23]([CH3:24])([CH3:25])[CH3:26])=[O:27])[CH2:19][CH2:20]2)[n:6]([CH2:8][CH2:9][N:10]2[CH2:11][CH2:12][CH2:13][CH2:14]2)[cH:7]1.[Cl:36][CH2:37][Cl:38].[ClH:33].[Na+:35].[OH-:34].[OH2:39].[P:28](=[O:29])([OH:30])([OH:31])[OH:32]>>[CH2:1]([CH3:2])[c:3]1[n:4][c:5]([CH:15]2[CH2:16][CH2:17][NH:18][CH2:19][CH2:20]2)[n:6]([CH2:8][CH2:9][N:10]2[CH2:11][CH2:12][CH2:13][CH2:14]2)[cH:7]1.